This data is from the Open Reaction Database (ORD), a public repository of structured organic reaction records. The task is: describe an organic reaction: reactants, conditions, products, and yield Reactants: COc1ccc(C(=O)O)c2ccoc12, CO, O=S(=O)(O)O. Product: COC(=O)c1ccc(OC)c2occc12. As a reaction SMILES: [CH3:1][O:2][c:3]1[cH:4][cH:5][c:6]([C:12](=[O:13])[OH:14])[c:7]2[cH:8][cH:9][o:10][c:11]12.[CH3:20][OH:21].[S:15](=[O:16])(=[O:17])([OH:18])[OH:19]>>[CH3:1][O:2][c:3]1[cH:4][cH:5][c:6]([C:12](=[O:13])[O:14][CH3:20])[c:7]2[cH:8][cH:9][o:10][c:11]12. Starting materials: BrC(C(=O)O)C1=CC=CC=C1 (α-Bromophenylacetic acid), NC1=CC=CC=C1 (aniline). Run in ClCCl (Dichloromethane). The product is C1(=CC=CC=C1)C(C(=O)O)NC1=CC=CC=C1 (2-phenyl-2-(phenylamino)acetic acid). Yield: 97.0%. RXN SMILES: Br[CH:2]([C:6]1[CH:11]=[CH:10][CH:9]=[CH:8][CH:7]=1)[C:3]([OH:5])=[O:4].[NH2:12][C:13]1[CH:18]=[CH:17][CH:16]=[CH:15][CH:14]=1>ClCCl>[C:6]1([CH:2]([NH:12][C:13]2[CH:18]=[CH:17][CH:16]=[CH:15][CH:14]=2)[C:3]([OH:5])=[O:4])[CH:11]=[CH:10][CH:9]=[CH:8][CH:7]=1. Procedure details: α-Bromophenylacetic acid (5.01 g, 23.2 mmol) was dissolved in aniline (25 ml, 274 mmol), and the mixture reacted in a closed vessel under microwave irradiation at 120° C. for 5 minutes (UPLC-MS monitoring: complete conversion). Dichloromethane (DCM) (100 ml) was added to the reaction mixture, and the resulting solid was filtered; 2M Na2CO3 (50 ml) was added to the solution, and the aqueous layer was washed with DCM (3×100 ml). The aqueous layer was acidified with 12N HCl (36 ml) and the title co... The reactants are compound 27, ClC=1N=C(NC1C=1C=C(C(=O)O)C=CC1C)CO (3-(4-chloro-2-(hydroxymethyl)-1H-imidazol-5-yl)-4-methylbenzoic acid), ClC=1N=C(NC1C=1C=C(C(=O)O)C=CC1C)CO (3-(4-chloro-2-(hydroxymethyl)-1H-imidazol-5-yl)-4-methylbenzoic acid), ClC=1N=C(NC1C=1C=C(C(=O)O)C=CC1C)COC (3-(4-chloro-2-(methoxymethyl)-1H-imidazol-5-yl)-4-methylbenzoic acid), Cl.N1CCC(CC1)C1=CC=C(C#N)C=C1 (4-(piperidin-4-yl)benzonitrile hydrochloride), Cl.FC1(CNC1)C1=CC=C(C#N)C=C1 (4-(3-Fluoroazetidin-3-yl)benzonitrile hydrochloride), Cl.FC1(CNC1)C1=CC=C(C#N)C=C1 (4-(3-Fluoroazetidin-3-yl)benzonitrile hydrochloride). Product: ClC=1N=C(NC1C=1C=C(C(=O)N2CC(C2)(F)C2=CC=C(C#N)C=C2)C=CC1C)CO (4-(1-(3-(4-Chloro-2-(hydroxymethyl)-1H-imidazol-5-yl)-4-methylbenzoyl)-3-fluoroazetidin-3-yl)benzonitrile). As a reaction SMILES: [Cl:1][C:2]1[N:3]=[C:4]([CH2:17][OH:18])[NH:5][C:6]=1[C:7]1[CH:8]=[C:9]([CH:13]=[CH:14][C:15]=1[CH3:16])[C:10]([OH:12])=O.ClC1N=C(COC)NC=1C1C=C(C=CC=1C)C(O)=O.Cl.[F:39][C:40]1([C:44]2[CH:51]=[CH:50][C:47]([C:48]#[N:49])=[CH:46][CH:45]=2)[CH2:43][NH:42][CH2:41]1.Cl.N1CCC(C2C=CC(C#N)=CC=2)CC1>>[Cl:1][C:2]1[N:3]=[C:4]([CH2:17][OH:18])[NH:5][C:6]=1[C:7]1[CH:8]=[C:9]([CH:13]=[CH:14][C:15]=1[CH3:16])[C:10]([N:42]1[CH2:41][C:40]([C:44]2[CH:45]=[CH:46][C:47]([C:48]#[N:49])=[CH:50][CH:51]=2)([F:39])[CH2:43]1)=[O:12] |f:2.3,4.5|. Procedure: The title compound was prepared using standard chemical manipulations and procedures similar to those used for the preparation of compound 27, except 3-(4-chloro-2-(hydroxymethyl)-1H-imidazol-5-yl)-4-methylbenzoic acid (compound 28.1) was used in place of 3-(4-chloro-2-(methoxymethyl)-1H-imidazol-5-yl)-4-methylbenzoic acid (compound 27.5) and 4-(3-Fluoroazetidin-3-yl)benzonitrile hydrochloride (compound 43.4) was used in place of 4-(piperidin-4-yl)benzonitrile hydrochloride (compound 1.2). m/z (... The reactants are COC(=O)Cc1cccc(SCc2noc(-c3ccc(C(F)(F)F)cc3)c2C=O)c1, Cl, NOCCF, [Na+], C1CCOC1, O=C([O-])O. The product is COC(=O)Cc1cccc(SCc2noc(-c3ccc(C(F)(F)F)cc3)c2C=NOCCF)c1. As a reaction SMILES: [CH3:1][O:2][C:3]([CH2:4][c:5]1[cH:6][c:7]([S:11][CH2:12][c:13]2[n:14][o:15][c:16](-[c:20]3[cH:21][cH:22][c:23]([C:26]([F:27])([F:28])[F:29])[cH:24][cH:25]3)[c:17]2[CH:18]=[O:19])[cH:8][cH:9][cH:10]1)=[O:30].[ClH:31].[F:32][CH2:33][CH2:34][O:35][NH2:36].[Na+:37].[O:42]1[CH2:43][CH2:44][CH2:45][CH2:46]1.[OH:38][C:39](=[O:40])[O-:41]>>[CH3:1][O:2][C:3]([CH2:4][c:5]1[cH:6][c:7]([S:11][CH2:12][c:13]2[n:14][o:15][c:16](-[c:20]3[cH:21][cH:22][c:23]([C:26]([F:27])([F:28])[F:29])[cH:24][cH:25]3)[c:17]2[CH:18]=[N:36][O:35][CH2:34][CH2:33][F:32])[cH:8][cH:9][cH:10]1)=[O:30].